Dataset: the Open Reaction Database (ORD), a public repository of structured organic reaction records. Task: describe an organic reaction: reactants, conditions, products, and yield The reactants are CC(Br)C(=O)O, Cl, [Na+], [OH-], O=c1cccn[nH]1. Yields the product CC(C(=O)O)n1ncccc1=O. As a reaction SMILES: [Br:10][CH:11]([C:12](=[O:13])[OH:14])[CH3:15].[ClH:16].[Na+:9].[OH-:8].[n:1]1[nH:2][c:3](=[O:7])[cH:4][cH:5][cH:6]1>>[n:1]1[n:2]([CH:11]([C:12](=[O:13])[OH:14])[CH3:15])[c:3](=[O:7])[cH:4][cH:5][cH:6]1. The reactants are OC1=C2CCCC(C2=CC=C1)=O (5-hydroxy-1-oxotetraline), ClCCCN1CCN(CC1)CC1=CC=C(C=C1)Cl (1-(3-chloropropyl)-4-(4-chlorobenzyl)-piperazine), C1(=C(C(=C(C(=C1F)F)F)N)F)N.Cl.Cl (dihydrochloride). The product is ClC1=CC=C(CN2CCN(CC2)CCCOC2=C3CCCC(C3=CC=C2)=O)C=C1 (5-{3-[4-(4-chlorobenzyl)-1-piperazinyl]-propoxy}-3,4-dihydro-2H-naphthalene-1-one). Yield: 72.1%. As a reaction SMILES: [OH:1][C:2]1[CH:11]=[CH:10][CH:9]=[C:8]2[C:3]=1[CH2:4][CH2:5][CH2:6][C:7]2=[O:12].Cl[CH2:14][CH2:15][CH2:16][N:17]1[CH2:22][CH2:21][N:20]([CH2:23][C:24]2[CH:29]=[CH:28][C:27]([Cl:30])=[CH:26][CH:25]=2)[CH2:19][CH2:18]1.C1(N)C(F)=C(F)C(F)=C(N)C=1F.Cl.Cl>>[Cl:30][C:27]1[CH:28]=[CH:29][C:24]([CH2:23][N:20]2[CH2:21][CH2:22][N:17]([CH2:16][CH2:15][CH2:14][O:1][C:2]3[CH:11]=[CH:10][CH:9]=[C:8]4[C:3]=3[CH2:4][CH2:5][CH2:6][C:7]4=[O:12])[CH2:18][CH2:19]2)=[CH:25][CH:26]=1 |f:2.3.4|. Procedure: from 5-hydroxy-1-oxotetraline and 1-(3-chloropropyl)-4-(4-chlorobenzyl)-piperazine; yield 72.1% of theory; m.p. of the dihydrochloride (recrystallized from 1N hydrochloric acid) 239°C (decomposed); Reactants: C, CO, [Pd], CCC(=O)NCC=C1CCc2ccc3nc(CCCCc4ccccc4)oc3c21. Product: CCC(=O)NCCC1CCc2ccc3nc(CCCCc4ccccc4)oc3c21. RXN SMILES: [C:32].[CH3:30][OH:31].[Pd:33].[c:1]1([CH2:7][CH2:8][CH2:9][CH2:10][c:11]2[o:12][c:13]3[c:14]([n:15]2)[cH:16][cH:17][c:18]2[c:22]3[C:21](=[CH:23][CH2:24][NH:25][C:26]([CH2:27][CH3:28])=[O:29])[CH2:20][CH2:19]2)[cH:2][cH:3][cH:4][cH:5][cH:6]1>>[c:1]1([CH2:7][CH2:8][CH2:9][CH2:10][c:11]2[o:12][c:13]3[c:14]([n:15]2)[cH:16][cH:17][c:18]2[c:22]3[CH:21]([CH2:23][CH2:24][NH:25][C:26]([CH2:27][CH3:28])=[O:29])[CH2:20][CH2:19]2)[cH:2][cH:3][cH:4][cH:5][cH:6]1.